From a dataset of the Open Reaction Database (ORD), a public repository of structured organic reaction records. describe an organic reaction: reactants, conditions, products, and yield Yields the product FC(C(=O)[O-])(OC(C(=O)[O-])(C(F)(F)F)F)C(F)(F)F.[K+].[K+] (Dipotassium perfluoro-2,4-dimethyl-3-oxa-1,5-pentanedioate). Procedure: The procedure of Example 1 was followed using ~95% pure 4-carbomethoxyperfluoro-2-methyl-3-oxapentanoyl fluoride (12.5 g, 39 mmol), potassium trimethylsilanolate (10 g, 78 mmol), and dry ether (300 mL). Dipotassium perfluoro-2,4-dimethyl-3-oxa-1,5-pentanedioate (14.6 g, 98% yield) was isolated as a white solid: 19F NMR (D2O) δ -78.8 (m, CF3, 6F), -124.1 (m, CF, 1F), -130.3 ppm (m, CF, 1F). Anal. Calcd. for C6F8K2O5 : C, 18.85; F, 39.76; K, 20.46. Found: C, 17.45; F, 37.65, 37.53; K, 21.50, 21.30... Yield: 97.9%. Reaction SMILES: [C:1]([C:5]([F:20])([C:16]([F:19])([F:18])[F:17])[O:6][C:7]([F:15])([C:11]([F:14])([F:13])[F:12])[C:8](F)=[O:9])([O:3]C)=[O:2].C[Si](C)(C)[O-:23].[K+:26]>CCOCC>[F:15][C:7]([C:11]([F:14])([F:13])[F:12])([O:6][C:5]([F:20])([C:16]([F:17])([F:18])[F:19])[C:1]([O-:3])=[O:2])[C:8]([O-:9])=[O:23].[K+:26].[K+:26] |f:1.2,4.5.6|. Run in CCOCC (ether). Starting materials: C(=O)(OC)C(OC(C(=O)F)(C(F)(F)F)F)(C(F)(F)F)F (4-carbomethoxyperfluoro-2-methyl-3-oxapentanoyl fluoride), C[Si]([O-])(C)C.[K+] (potassium trimethylsilanolate). Reactants: Cc1cc2c(cc1C(F)(F)F)N(CCOCc1ccccc1)CCCC2N(Cc1cc(C(F)(F)F)cc(C(F)(F)F)c1)c1nnn(CCN2C(=O)c3ccccc3C2=O)n1, CO, [H][H]. Yields the product Cc1cc2c(cc1C(F)(F)F)N(CCO)CCCC2N(Cc1cc(C(F)(F)F)cc(C(F)(F)F)c1)c1nnn(CCN2C(=O)c3ccccc3C2=O)n1. As a reaction SMILES: [CH2:1]([c:2]1[cH:3][cH:4][cH:5][cH:6][cH:7]1)[O:8][CH2:9][CH2:10][N:11]1[c:12]2[c:13]([cH:52][c:53]([CH3:60])[c:54]([C:56]([F:57])([F:58])[F:59])[cH:55]2)[CH:14]([N:18]([c:19]2[n:20][n:21][n:22]([CH2:24][CH2:25][N:26]3[C:27](=[O:36])[c:28]4[cH:29][cH:30][cH:31][cH:32][c:33]4[C:34]3=[O:35])[n:23]2)[CH2:37][c:38]2[cH:39][c:40]([C:48]([F:49])([F:50])[F:51])[cH:41][c:42]([C:44]([F:45])([F:46])[F:47])[cH:43]2)[CH2:15][CH2:16][CH2:17]1.[CH3:63][OH:64].[H:61][H:62]>>[OH:8][CH2:9][CH2:10][N:11]1[c:12]2[c:13]([cH:52][c:53]([CH3:60])[c:54]([C:56]([F:57])([F:58])[F:59])[cH:55]2)[CH:14]([N:18]([c:19]2[n:20][n:21][n:22]([CH2:24][CH2:25][N:26]3[C:27](=[O:36])[c:28]4[cH:29][cH:30][cH:31][cH:32][c:33]4[C:34]3=[O:35])[n:23]2)[CH2:37][c:38]2[cH:39][c:40]([C:48]([F:49])([F:50])[F:51])[cH:41][c:42]([C:44]([F:45])([F:46])[F:47])[cH:43]2)[CH2:15][CH2:16][CH2:17]1. Starting materials: FC=1C=NC(NC1)=O (5-fluoropyrimid-2-one), C(C)(=O)OCC (ethyl acetate). Product: C(C)OC(=O)CN1C(N=CC(=C1)F)=O (1-Ethoxycarbonylmethyl-5-fluoropyrimid-2-one). The yield is 31.0%. Reaction SMILES: [F:1][C:2]1[CH:3]=[N:4][C:5](=[O:8])[NH:6][CH:7]=1.[C:9]([O:12][CH2:13][CH3:14])(=[O:11])[CH3:10]>>[CH2:13]([O:12][C:9]([CH2:10][N:4]1[CH:3]=[C:2]([F:1])[CH:7]=[N:6][C:5]1=[O:8])=[O:11])[CH3:14]. Procedure: Prepared as above from 5-fluoropyrimid-2-one in 31% yield, m.p. 121° (ethyl acetate). (Found: C, 47.90; H, 4.70. Calc. for C8H9FN2O3 : C, 48.02; H, 4.53). Reactants: FC1=CC=C(C=C1)C([C@H](C)N)(N)C=1C=NC(=CC1)F ((2S)-1-(4-fluorophenyl)-1-(6-fluoro-3-pyridyl)-1,2-propanediamine), FC1=C(NC(C=C1)=O)C(=O)O (3-fluoro-6-oxo-1,6-dihydro-2-pyridinecarboxylic acid). RXN SMILES: [F:1][C:2]1[CH:7]=[CH:6][C:5]([C:8]([C:13]2[CH:14]=[N:15][C:16]([F:19])=[CH:17][CH:18]=2)([NH2:12])[C@@H:9]([NH2:11])[CH3:10])=[CH:4][CH:3]=1.[F:20][C:21]1[CH:26]=[CH:25][C:24](=[O:27])[NH:23][C:22]=1[C:28](O)=O>>[F:20][C:21]1[CH:26]=[CH:25][C:24](=[O:27])[NH:23][C:22]=1[C:28]1[NH:11][C@@H:9]([CH3:10])[C@:8]([C:5]2[CH:4]=[CH:3][C:2]([F:1])=[CH:7][CH:6]=2)([C:13]2[CH:14]=[N:15][C:16]([F:19])=[CH:17][CH:18]=2)[N:12]=1. Product: FC=1C=CC(NC1C=1N[C@H]([C@@](N1)(C=1C=NC(=CC1)F)C1=CC=C(C=C1)F)C)=O (5-fluoro-6-[(4S,5S)-4-(4-fluorophenyl)-4-(6-fluoro-3-pyridyl)-5-methyl-2-imidazolin-2-yl]-2(1H)-pyridinone). Procedure: According to the method of Example 1, optically active (2S)-1-(4-fluorophenyl)-1-(6-fluoro-3-pyridyl)-1,2-propanediamine described in Reference Example 5–1 of WO 01/62738 was reacted with 3-fluoro-6-oxo-1,6-dihydro-2-pyridinecarboxylic acid to give the title compound. Reactants: C1(=CC=C(C=C1)CC1CCC=2NC(=CC21)C(=O)OC)C2=CC=CC=C2 (methyl 4-(biphenyl-4-ylmethyl)-1,4,5,6-tetrahydrocyclopenta[b]pyrrole-2-carboxylate), O.[OH-].[Li+] (lithium hydroxide monohydrate), CO (methanol). Solvent: C1CCOC1 (THF). Yields the product C1(=CC=C(C=C1)CC1CCC=2NC(=CC21)C(=O)O)C2=CC=CC=C2 (4-(biphenyl-4-ylmethyl)-1,4,5,6-tetrahydrocyclopenta[b]pyrrole-2-carboxylic acid). RXN SMILES: [C:1]1([C:20]2[CH:25]=[CH:24][CH:23]=[CH:22][CH:21]=2)[CH:6]=[CH:5][C:4]([CH2:7][CH:8]2[C:15]3[CH:14]=[C:13]([C:16]([O:18]C)=[O:17])[NH:12][C:11]=3[CH2:10][CH2:9]2)=[CH:3][CH:2]=1.O.[OH-].[Li+].CO>C1COCC1>[C:1]1([C:20]2[CH:25]=[CH:24][CH:23]=[CH:22][CH:21]=2)[CH:2]=[CH:3][C:4]([CH2:7][CH:8]2[C:15]3[CH:14]=[C:13]([C:16]([OH:18])=[O:17])[NH:12][C:11]=3[CH2:10][CH2:9]2)=[CH:5][CH:6]=1 |f:1.2.3|. Procedure: The title compound was synthesized from methyl 4-(biphenyl-4-ylmethyl)-1,4,5,6-tetrahydrocyclopenta[b]pyrrole-2-carboxylate (118 mg, 0.36 mmol) and lithium hydroxide monohydrate (60 mg, 1.42 mmol in 5 mL water), according to General Procedure 7. A 1:1 mixture of methanol (MeOH) and THF (15 mL) was used. The resulting product was purified by flash chromatography (Isco CombiFlash) eluting with a gradient of 0-70% EtOAc/Heptane to give the title compound: 60 mg, 53%. 1H NMR (400 MHz, ACETONE-d6) δ ...